This data is from the Open Reaction Database (ORD), a public repository of structured organic reaction records. The task is: describe an organic reaction: reactants, conditions, products, and yield The reactants are NC1=C(C=NN1C1=C(C=CC(=C1)C(NC1CC1)=O)C)C(=O)O (5-amino-1-(5-cyclopropylcarbamoyl-2-methylphenyl)-1H-pyrazole-4-carboxylic acid), CC1C(CCCC1)N (2-methylcyclohexylamine), CCN=C=NCCCN(C)C (EDCI), C=1C=CC2=C(C1)N=NN2O (HOBt). Run in CN(C)C=O (DMF), O (Water). Product: CC1C(CCCC1)NC(=O)C=1C=NN(C1N)C1=C(C=CC(=C1)C(NC1CC1)=O)C (5-amino-1-(5-cyclopropylcarbamoyl-2-methylphenyl)-1H-pyrazole-4-carboxylic acid (2-methylcyclohexyl)-amide). Yield: 68.7%. RXN SMILES: [NH2:1][C:2]1[N:6]([C:7]2[CH:12]=[C:11]([C:13](=[O:18])[NH:14][CH:15]3[CH2:17][CH2:16]3)[CH:10]=[CH:9][C:8]=2[CH3:19])[N:5]=[CH:4][C:3]=1[C:20]([OH:22])=O.[CH3:23][CH:24]1[CH2:29][CH2:28][CH2:27][CH2:26][CH:25]1[NH2:30].CCN=C=NCCCN(C)C.C1C=CC2N(O)N=NC=2C=1>CN(C=O)C.O>[CH3:23][CH:24]1[CH2:29][CH2:28][CH2:27][CH2:26][CH:25]1[NH:30][C:20]([C:3]1[CH:4]=[N:5][N:6]([C:7]2[CH:12]=[C:11]([C:13](=[O:18])[NH:14][CH:15]3[CH2:17][CH2:16]3)[CH:10]=[CH:9][C:8]=2[CH3:19])[C:2]=1[NH2:1])=[O:22]. Procedure details: A solution of 5-amino-1-(5-cyclopropylcarbamoyl-2-methylphenyl)-1H-pyrazole-4-carboxylic acid (21 mg), 2-methylcyclohexylamine (10 mg), EDCI (28 mg) and HOBt (12 mg) in DMF (0.75 ml) was reacted at room temperature for 24 h. Water (4 ml) was added and the solution was extracted with ethyl acetate (3 mL ×2). The organic phase was then washed with water (3 mL), dried over Na2SO4 and evaporated. The residue was purified by preparative TLC plate to give the desired product 5-amino-1-(5-cyclopropylca...